This data is from the Open Reaction Database (ORD), a public repository of structured organic reaction records. The task is: describe an organic reaction: reactants, conditions, products, and yield The reactants are CCCCO, COc1ccccc1N, COc1cccc2c(Cl)c(CCCl)c(C)nc12, Cl. Yields the product COc1ccccc1N1CCc2c(C)nc3c(OC)cccc3c21. RXN SMILES: [CH2:28]([OH:29])[CH2:30][CH2:31][CH3:32].[CH3:19][O:20][c:21]1[c:22]([NH2:23])[cH:24][cH:25][cH:26][cH:27]1.[CH3:1][c:2]1[n:3][c:4]2[c:5]([O:16][CH3:17])[cH:6][cH:7][cH:8][c:9]2[c:10]([Cl:15])[c:11]1[CH2:12][CH2:13][Cl:14].[ClH:18]>>[CH3:1][c:2]1[n:3][c:4]2[c:5]([O:16][CH3:17])[cH:6][cH:7][cH:8][c:9]2[c:10]2[c:11]1[CH2:12][CH2:13][N:23]2[c:22]1[c:21]([O:20][CH3:19])[cH:27][cH:26][cH:25][cH:24]1. The reactants are CNC, CO, CC(C)O, CC1CN(S(=O)(=O)c2ccc(C(F)(F)F)cc2)CCN1C(=O)c1ccc(Cl)nc1. The product is Cl, CC1CN(S(=O)(=O)c2ccc(C(F)(F)F)cc2)CCN1C(=O)c1ccc(N(C)C)nc1. Reaction SMILES: [CH3:30][NH:31][CH3:32].[CH3:33][OH:34].[CH:35]([OH:36])([CH3:37])[CH3:38].[Cl:1][c:2]1[cH:3][cH:4][c:5]([C:8](=[O:9])[N:10]2[CH:11]([CH3:29])[CH2:12][N:13]([S:16](=[O:17])(=[O:18])[c:19]3[cH:20][cH:21][c:22]([C:25]([F:26])([F:27])[F:28])[cH:23][cH:24]3)[CH2:14][CH2:15]2)[cH:6][n:7]1>>[ClH:1].[c:2]1([N:31]([CH3:30])[CH3:32])[cH:3][cH:4][c:5]([C:8](=[O:9])[N:10]2[CH:11]([CH3:29])[CH2:12][N:13]([S:16](=[O:17])(=[O:18])[c:19]3[cH:20][cH:21][c:22]([C:25]([F:26])([F:27])[F:28])[cH:23][cH:24]3)[CH2:14][CH2:15]2)[cH:6][n:7]1. Starting materials: COC=1C=CC(=CC1)P2(=S)SP(=S)(S2)C=3C=CC(=CC3)OC (Lawesson's reagent), O=C1NCCC[C@@]1(C(=O)OCC)OC1=CC(=C(C(=C1)F)F)F (ethyl (3R)-2-oxo-3-(3,4,5-trifluorophenoxy)piperidine-3-carboxylate). Run in C1(=CC=CC=C1)C (toluene). Run at temperature 100 celsius. Yields the product S=C1NCCC[C@@]1(C(=O)OCC)OC1=CC(=C(C(=C1)F)F)F (ethyl (3S)-2-thioxo-3-(3,4,5-trifluorophenoxy)piperidine-3-carboxylate). Yield: 142.8%. RXN SMILES: COC1C=CC(P2(SP(C3C=CC(OC)=CC=3)(=S)S2)=[S:10])=CC=1.O=[C:24]1[C@@:29]([O:35][C:36]2[CH:41]=[C:40]([F:42])[C:39]([F:43])=[C:38]([F:44])[CH:37]=2)([C:30]([O:32][CH2:33][CH3:34])=[O:31])[CH2:28][CH2:27][CH2:26][NH:25]1>C1(C)C=CC=CC=1>[S:10]=[C:24]1[C@@:29]([O:35][C:36]2[CH:41]=[C:40]([F:42])[C:39]([F:43])=[C:38]([F:44])[CH:37]=2)([C:30]([O:32][CH2:33][CH3:34])=[O:31])[CH2:28][CH2:27][CH2:26][NH:25]1. Reported procedure: Lawesson's reagent (4.46 g) was added to a mixture of ethyl (3R)-2-oxo-3-(3,4,5-trifluorophenoxy)piperidine-3-carboxylate (5.00 g) in toluene (50 mL) at room temperature, and the mixture was stirred with heating at 100° C. for 1 hr. After cooling to room temperature, the reaction mixture was purified by silica gel column chromatography (NH, ethyl acetate/hexane) to give ethyl (3S)-2-thioxo-3-(3,4,5-trifluorophenoxy)piperidine-3-carboxylate (5.25 g). To a mixture of ethyl (3S)-2-thioxo-3-(3,4,5-t...